This data is from the Open Reaction Database (ORD), a public repository of structured organic reaction records. The task is: describe an organic reaction: reactants, conditions, products, and yield Starting materials: C1CCOC1, CCO, Cl, [OH-], [OH-], [Pd+2], CCOC(=O)COc1cccc2c1CCCC(COC(=O)N(c1ccccc1)c1ccccc1)C2=O. Product: CCOC(=O)COc1cccc2c1CCCC(COC(=O)N(c1ccccc1)c1ccccc1)C2O. RXN SMILES: [CH2:37]1[O:38][CH2:39][CH2:40][CH2:41]1.[CH3:46][CH2:47][OH:48].[ClH:42].[OH-:43].[OH-:44].[Pd+2:45].[c:1]1([N:7]([C:8](=[O:9])[O:10][CH2:11][CH:12]2[C:13](=[O:30])[c:14]3[c:15]([c:19]([O:23][CH2:24][C:25](=[O:26])[O:27][CH2:28][CH3:29])[cH:20][cH:21][cH:22]3)[CH2:16][CH2:17][CH2:18]2)[c:31]2[cH:32][cH:33][cH:34][cH:35][cH:36]2)[cH:2][cH:3][cH:4][cH:5][cH:6]1>>[c:1]1([N:7]([C:8](=[O:9])[O:10][CH2:11][CH:12]2[CH:13]([OH:30])[c:14]3[c:15]([c:19]([O:23][CH2:24][C:25](=[O:26])[O:27][CH2:28][CH3:29])[cH:20][cH:21][cH:22]3)[CH2:16][CH2:17][CH2:18]2)[c:31]2[cH:32][cH:33][cH:34][cH:35][cH:36]2)[cH:2][cH:3][cH:4][cH:5][cH:6]1. Reactants: C1CCC2=NCCCN2CC1, C1CCOC1, CC(O)c1cc(Cl)cc2c(C#N)cn(COCC[Si](C)(C)C)c12, N#CC(Cl)(Cl)Cl. As a reaction SMILES: [CH2:1]1[CH2:2][CH2:3][C:4]2=[N:9][CH2:8][CH2:7][CH2:6][N:5]2[CH2:10][CH2:11]1.[CH2:41]1[O:42][CH2:43][CH2:44][CH2:45]1.[Cl:12][c:13]1[cH:14][c:15]2[c:16]([C:33]#[N:34])[cH:17][n:18]([CH2:25][O:26][CH2:27][CH2:28][Si:29]([CH3:30])([CH3:31])[CH3:32])[c:19]2[c:20]([CH:22]([CH3:23])[OH:24])[cH:21]1.[Cl:35][C:36]([C:37]#[N:38])([Cl:39])[Cl:40]>>[Cl:12][c:13]1[cH:14][c:15]2[c:16]([C:33]#[N:34])[cH:17][n:18]([CH2:25][O:26][CH2:27][CH2:28][Si:29]([CH3:30])([CH3:31])[CH3:32])[c:19]2[c:20]([CH:22]([CH3:23])[O:24][C:37]([C:36]([Cl:35])([Cl:39])[Cl:40])=[NH:38])[cH:21]1. The product is CC(OC(=N)C(Cl)(Cl)Cl)c1cc(Cl)cc2c(C#N)cn(COCC[Si](C)(C)C)c12. The reactants are CC1=CC(=NC(=C1)C1=CC=C(C=C1)N(C)C)C(=O)O (4-methyl-6-(4-dimethylaminophenyl)-2-pyridinecarboxylic acid), C(=O)(N1C=NC=C1)N1C=NC=C1 (carbonyldiimidazole), NC1=NN=NN1 (5-aminotetrazole). The product is N1N=NN=C1NC(=O)C1=NC(=CC(=C1)C)C1=CC=C(C=C1)N(C)C (N-(5-tetrazolyl)-4-methyl-6-(4-dimethylaminophenyl)-2-pyridinecarboxamide). Isolated yield 19.0%. As a reaction SMILES: [CH3:1][C:2]1[CH:7]=[C:6]([C:8]2[CH:13]=[CH:12][C:11]([N:14]([CH3:16])[CH3:15])=[CH:10][CH:9]=2)[N:5]=[C:4]([C:17]([OH:19])=O)[CH:3]=1.C(N1C=CN=C1)(N1C=CN=C1)=O.[NH2:32][C:33]1[NH:37][N:36]=[N:35][N:34]=1>>[NH:34]1[C:33]([NH:32][C:17]([C:4]2[CH:3]=[C:2]([CH3:1])[CH:7]=[C:6]([C:8]3[CH:9]=[CH:10][C:11]([N:14]([CH3:15])[CH3:16])=[CH:12][CH:13]=3)[N:5]=2)=[O:19])=[N:37][N:36]=[N:35]1. Reported procedure: In the same manner as described in Example 1-(1), 4-methyl-6-(4-dimethylaminophenyl)-2-pyridinecarboxylic acid (1.25 g), carbonyldiimidazole (1.38 g) and 5-aminotetrazole (0.47 g) are reacted to give N-(5-tetrazolyl)-4-methyl-6-(4-dimethylaminophenyl)-2-pyridinecarboxamide (0.3 g). M.P. 265°-269° C. (decomp.) (wetted from 255° C.) (recrystallized from dimethylformamide-ethanol)